From a dataset of the Open Reaction Database (ORD), a public repository of structured organic reaction records. describe an organic reaction: reactants, conditions, products, and yield Reactants: ClC1=NC(=C(C(=N1)Cl)[N+](=O)[O-])OC (2,4-dichloro-6-methoxy-5-nitropyrimidine), ClC1=C(N)C=C(C(=C1)OC)OCC1=C(C=CC=C1OC)F (2-chloro-5-(2-fluoro-6-methoxybenzyloxy)-4-methoxyaniline), C(C)(C)N(C(C)C)CC (N,N-diisopropylethylamine), O (water). The solvent is C(C)#N (acetonitrile). Run at temperature 40 celsius, time 3 day. Product: ClC1=C(NC2=NC(=NC(=C2[N+](=O)[O-])OC)Cl)C=C(C(=C1)OC)OCC1=C(C=CC=C1OC)F (2-chloro-N-(2-chloro-6-methoxy-5-nitropyrimidin-4-yl)-5-(2-fluoro-6-methoxybenzyloxy)-4-methoxyaniline). Isolated yield 90.2%. RXN SMILES: [Cl:1][C:2]1[N:7]=[C:6](Cl)[C:5]([N+:9]([O-:11])=[O:10])=[C:4]([O:12][CH3:13])[N:3]=1.[Cl:14][C:15]1[CH:21]=[C:20]([O:22][CH3:23])[C:19]([O:24][CH2:25][C:26]2[C:31]([O:32][CH3:33])=[CH:30][CH:29]=[CH:28][C:27]=2[F:34])=[CH:18][C:16]=1[NH2:17].C(N(CC)C(C)C)(C)C.O>C(#N)C>[Cl:14][C:15]1[CH:21]=[C:20]([O:22][CH3:23])[C:19]([O:24][CH2:25][C:26]2[C:31]([O:32][CH3:33])=[CH:30][CH:29]=[CH:28][C:27]=2[F:34])=[CH:18][C:16]=1[NH:17][C:6]1[C:5]([N+:9]([O-:11])=[O:10])=[C:4]([O:12][CH3:13])[N:3]=[C:2]([Cl:1])[N:7]=1. Reported procedure: To a solution of 2,4-dichloro-6-methoxy-5-nitropyrimidine (1.79 g) in acetonitrile (21 mL) were added 2-chloro-5-(2-fluoro-6-methoxybenzyloxy)-4-methoxyaniline (2.18 g) and N,N-diisopropylethylamine (1.28 mL), and the mixture was stirred at 40° C. for 3 days. To the reaction mixture was added water, and the resulting mixture was extracted with ethyl acetate. The extract was washed with water and brine, and dried over anhydrous sodium sulfate, and the solvent was removed under reduced pressure. T... Starting materials: CCCCSCl, CNC(=O)Nc1cc(C(C)(C)C)no1, O, c1ccccc1, c1ccncc1. Yields the product CCCCSN(C)C(=O)Nc1cc(C(C)(C)C)no1. As a reaction SMILES: [CH2:15]([CH2:16][CH2:17][CH3:18])[S:19][Cl:20].[CH3:1][NH:2][C:3](=[O:4])[NH:5][c:6]1[cH:7][c:8]([C:11]([CH3:12])([CH3:13])[CH3:14])[n:9][o:10]1.[OH2:21].[cH:22]1[cH:23][cH:24][cH:25][cH:26][cH:27]1.[cH:28]1[cH:29][cH:30][n:31][cH:32][cH:33]1>>[CH3:1][N:2]([C:3](=[O:4])[NH:5][c:6]1[cH:7][c:8]([C:11]([CH3:12])([CH3:13])[CH3:14])[n:9][o:10]1)[S:19][CH2:15][CH2:16][CH2:17][CH3:18]. The reactants are Cc1ccc(C(O)C(=O)c2ccc(Br)cc2)cc1, O=S(=O)([O-])[O-], O, c1ccncc1. Yields the product Cc1ccc(C(=O)C(=O)c2ccc(Br)cc2)cc1. RXN SMILES: [Br:12][c:13]1[cH:14][cH:15][c:16]([C:19](=[O:20])[CH:21]([OH:22])[c:23]2[cH:24][cH:25][c:26]([CH3:29])[cH:27][cH:28]2)[cH:17][cH:18]1.[O-:1][S:2](=[O:3])(=[O:4])[O-:5].[OH2:30].[cH:6]1[cH:7][cH:8][n:9][cH:10][cH:11]1>>[Br:12][c:13]1[cH:14][cH:15][c:16]([C:19](=[O:20])[C:21](=[O:22])[c:23]2[cH:24][cH:25][c:26]([CH3:29])[cH:27][cH:28]2)[cH:17][cH:18]1. Reactants: C(C)(C)N(CC)C(C)C (Diisopropylethylamine), solution, BrC1=CC=C(CBr)C=C1 (4-bromobenzyl bromide), Cl.N1C[C@@H](CC1)O ((R)-pyrrolidin-3-ol hydrochloride). The solvent is CN(C=O)C (dimethylformamide). Reaction conditions: time 1 hour. Product: BrC1=CC=C(CN2C[C@@H](CC2)O)C=C1 ((R)-1-(4-Bromobenzyl)pyrrolidin-3-ol). Isolated yield 70.9%. As a reaction SMILES: C(N(C(C)C)CC)(C)C.[Br:10][C:11]1[CH:18]=[CH:17][C:14]([CH2:15]Br)=[CH:13][CH:12]=1.Cl.[NH:20]1[CH2:24][CH2:23][C@@H:22]([OH:25])[CH2:21]1>CN(C)C=O>[Br:10][C:11]1[CH:18]=[CH:17][C:14]([CH2:15][N:20]2[CH2:24][CH2:23][C@@H:22]([OH:25])[CH2:21]2)=[CH:13][CH:12]=1 |f:2.3|. Reported procedure: Diisopropylethylamine (1.57 ml, 9.00 mmol) was added to a solution (15 ml) of 1.50 g (6.00 mmol) of 4-bromobenzyl bromide and 1.11 g (9.00 mmol) of (R)-pyrrolidin-3-ol hydrochloride in dimethylformamide and the mixture was stirred at room temperature for one hr. The solvent was removed by distillation under the reduced pressure. Water and 1 N hydrochloric acid were then added to the residue, and the mixture was washed with ethyl acetate. A 5 N aqueous sodium hydroxide solution and an aqueous sod... The reactants are BrC1=CC=C(C=C1)C(CC(=O)C=1C=CC(N(C1)C)=O)CCCC (5-[3-(4-bromo-phenyl)-heptanoyl]-1-methyl-1H-pyridin-2-one), Cl.NO (hydroxylamine hydrochloride), C(=O)(O)[O-].[Na+] (NaHCO3). The product is BrC1=CC=C(C=C1)C(C\C(=N/O)\C=1C=CC(N(C1)C)=O)CCCC (5-{3-(4-Bromo-phenyl)-1-[(E)-hydroxyimino]-heptyl}-1-methyl-1H-pyridin-2-one). RXN SMILES: [Br:1][C:2]1[CH:7]=[CH:6][C:5]([CH:8]([CH2:20][CH2:21][CH2:22][CH3:23])[CH2:9][C:10]([C:12]2[CH:13]=[CH:14][C:15](=[O:19])[N:16]([CH3:18])[CH:17]=2)=O)=[CH:4][CH:3]=1.Cl.[NH2:25][OH:26].C([O-])(O)=O.[Na+]>>[Br:1][C:2]1[CH:7]=[CH:6][C:5]([CH:8]([CH2:20][CH2:21][CH2:22][CH3:23])[CH2:9]/[C:10](/[C:12]2[CH:13]=[CH:14][C:15](=[O:19])[N:16]([CH3:18])[CH:17]=2)=[N:25]\[OH:26])=[CH:4][CH:3]=1 |f:1.2,3.4|. Procedure details: In analogy to example 151, step 3, 5-[3-(4-bromo-phenyl)-heptanoyl]-1-methyl-1H-pyridin-2-one was reacted with hydroxylamine hydrochloride in the presence of NaHCO3 to give the title compound containing 4% of the corresponding Z isomer as a colorless foam, MS (ESI+): m/z=391.3 [M+H]+. The reactants are CCOC(C)=O, [H][H], CCOC(=O)C(O)C(N=[N+]=[N-])c1ccsc1. The product is CCOC(=O)C(O)C(N)c1ccsc1. RXN SMILES: [CH3:19][CH2:20][O:21][C:22](=[O:23])[CH3:24].[H:17][H:18].[N:1](=[N+:2]=[N-:3])[CH:4]([CH:5]([C:6](=[O:7])[O:8][CH2:9][CH3:10])[OH:11])[c:12]1[cH:13][s:14][cH:15][cH:16]1>>[NH2:1][CH:4]([CH:5]([C:6](=[O:7])[O:8][CH2:9][CH3:10])[OH:11])[c:12]1[cH:13][s:14][cH:15][cH:16]1. Reactants: FC1=CC=C(C=C1)NC(NC1=CC=C(C=C1)C1=CC=C2CN(C(C2=C1)=O)[C@H](C(=O)O)C(C)C)=O ((S)-2-(6-(4-(3-(4-Fluorophenyl)ureido)phenyl)-1-oxoisoindolin-2-yl)-3-methyl butanoic acid), FC=1C=C(C=CC1)NC(NC1=CC=C(C=C1)C1=CC=C2CN(C(C2=C1)=O)[C@H](C(=O)OC)C(C)C)=O ((S)-Methyl 2-(6-(4-(3-(3-fluorophenyl)ureido)phenyl)-1-oxoisoindolin-2-yl)-3-methylbutanoate). The product is FC=1C=C(C=CC1)NC(NC1=CC=C(C=C1)C1=CC=C2CN(C(C2=C1)=O)[C@H](C(=O)O)C(C)C)=O ((S)-2-(6-(4-(3-(3-Fluorophenyl)ureido)phenyl)-1-oxoisoindolin-2-yl)-3-methyl butanoic acid). The yield is 95.8%. As a reaction SMILES: FC1C=CC(NC(=O)NC2C=CC(C3C=C4C(CN([C@@H](C(C)C)C(O)=O)C4=O)=CC=3)=CC=2)=CC=1.[F:35][C:36]1[CH:37]=[C:38]([NH:42][C:43](=[O:69])[NH:44][C:45]2[CH:50]=[CH:49][C:48]([C:51]3[CH:59]=[C:58]4[C:54]([CH2:55][N:56]([C@@H:61]([CH:66]([CH3:68])[CH3:67])[C:62]([O:64]C)=[O:63])[C:57]4=[O:60])=[CH:53][CH:52]=3)=[CH:47][CH:46]=2)[CH:39]=[CH:40][CH:41]=1>>[F:35][C:36]1[CH:37]=[C:38]([NH:42][C:43](=[O:69])[NH:44][C:45]2[CH:50]=[CH:49][C:48]([C:51]3[CH:59]=[C:58]4[C:54]([CH2:55][N:56]([C@@H:61]([CH:66]([CH3:67])[CH3:68])[C:62]([OH:64])=[O:63])[C:57]4=[O:60])=[CH:53][CH:52]=3)=[CH:47][CH:46]=2)[CH:39]=[CH:40][CH:41]=1. Procedure: The compound of example 14 was prepared analogous to compound of example 8 by hydrolysis of compound of example 13. Starting materials: NC1=CC=C(C(=O)O)C=C1 (4-aminobenzoic acid), ClCC(=O)N(CC)CC (2-chloro-N,N-diethylacetamide), N12CCCCCC2=NCCC1 (1.8-diazabicyclo[5.4.0]-undec-7-ene). Run in C1=CC=CC=C1 (benzene). Conditions: temperature 80 celsius, time 4 hour. Yields the product NC1=CC=C(C(=O)OCC(=O)N(CC)CC)C=C1 (2-(4-AMINOBENZOYLOXY)-N,N-DIETHYLACETAMIDE). As a reaction SMILES: [NH2:1][C:2]1[CH:10]=[CH:9][C:5]([C:6]([OH:8])=[O:7])=[CH:4][CH:3]=1.Cl[CH2:12][C:13]([N:15]([CH2:18][CH3:19])[CH2:16][CH3:17])=[O:14].N12CCCN=C1CCCCC2>C1C=CC=CC=1>[NH2:1][C:2]1[CH:10]=[CH:9][C:5]([C:6]([O:8][CH2:12][C:13]([N:15]([CH2:18][CH3:19])[CH2:16][CH3:17])=[O:14])=[O:7])=[CH:4][CH:3]=1. Reported procedure: A mixture of 4-aminobenzoic acid (1.37 g. 0.01 mole), 2-chloro-N,N-diethylacetamide 2.0 ml, 0.015 mole) and 1.8-diazabicyclo[5.4.0]-undec-7-ene (1.52 g, 0.01 mole) in benzene (20 ml) was stirred at 80° C. for 4 h and then evaporated in vacuo. The residue was taken up in ethyl acetate. After washing with 5% sodium bicarbonate and water the ethyl acetate extract was dried and evaporated in vacuo leaving crude title compound. Recrystallization from ethanol-water gave 1.5 g (60%). Mp 135°-136° C. The reactants are CC(=O)O, CCOC(C)=O, [Fe], C#CCn1c(=O)oc2ccc([N+](=O)[O-])cc21, O. Yields the product C#CCn1c(=O)oc2ccc(N)cc21. RXN SMILES: [CH3:18][C:19](=[O:20])[OH:21].[CH3:22][CH2:23][O:24][C:25](=[O:26])[CH3:27].[Fe:28].[N+:1]([O-:2])(=[O:3])[c:4]1[cH:5][cH:6][c:7]2[c:8]([n:9]([CH2:13][C:14]#[CH:15])[c:10](=[O:12])[o:11]2)[cH:16]1.[OH2:17]>>[NH2:1][c:4]1[cH:5][cH:6][c:7]2[c:8]([n:9]([CH2:13][C:14]#[CH:15])[c:10](=[O:12])[o:11]2)[cH:16]1.